describe an organic reaction: reactants, conditions, products, and yield From a dataset of the Open Reaction Database (ORD), a public repository of structured organic reaction records. Reactants: COC(=O)c1cccc(C(C)(C)C#N)c1, CO, C1CCOC1, O. The product is CC(C)(C#N)c1cccc(C(=O)O)c1. Reaction SMILES: [C:1](#[N:2])[C:3]([CH3:4])([CH3:5])[c:6]1[cH:7][c:8]([C:9](=[O:10])[O:11][CH3:12])[cH:13][cH:14][cH:15]1.[CH3:16][OH:17].[O:19]1[CH2:20][CH2:21][CH2:22][CH2:23]1.[OH2:18]>>[C:1](#[N:2])[C:3]([CH3:4])([CH3:5])[c:6]1[cH:7][c:8]([C:9](=[O:10])[OH:11])[cH:13][cH:14][cH:15]1. Reactants: CCS(=O)(=O)c1cccnc1S(=O)(=O)CC, C1CCOC1, CC(C)(C)[O-], CS(C)=O, [K+], O=C(c1ccccc1)c1ccc(O)cc1. Product: CCS(=O)(=O)c1cccnc1Oc1ccc(C(=O)c2ccccc2)cc1. Reaction SMILES: [CH2:22]([S:23](=[O:24])(=[O:25])[c:27]1[n:28][cH:29][cH:30][cH:31][c:32]1[S:33](=[O:34])(=[O:35])[CH2:36][CH3:37])[CH3:26].[CH2:42]1[O:43][CH2:44][CH2:45][CH2:46]1.[CH3:1][C:2]([CH3:3])([O-:4])[CH3:5].[CH3:38][S:39]([CH3:40])=[O:41].[K+:6].[OH:7][c:8]1[cH:9][cH:10][c:11]([C:14]([c:15]2[cH:16][cH:17][cH:18][cH:19][cH:20]2)=[O:21])[cH:12][cH:13]1>>[O:7]([c:8]1[cH:9][cH:10][c:11]([C:14]([c:15]2[cH:16][cH:17][cH:18][cH:19][cH:20]2)=[O:21])[cH:12][cH:13]1)[c:27]1[n:28][cH:29][cH:30][cH:31][c:32]1[S:33](=[O:34])(=[O:35])[CH2:36][CH3:37]. Reactants: C([O-])([O-])=O.[K+].[K+] (Potassium carbonate), C(Br)C1CO1 (epibromohydrin), N(C1=CC=CC=C1)C1=NC(=NC=C1Br)NC1=C(C=C(C=C1)O)F (4-anilino-5-bromo-2-(2-fluoro-4-hydroxyanilino)pyrimidine). The solvent is CN(C)C=O (DMF). Reaction conditions: time 16 hour. The product is N(C1=CC=CC=C1)C1=NC(=NC=C1Br)NC1=C(C=C(C=C1)OCC1CO1)F (4-Anilino-5-bromo-2-[4-(2,3-epoxypropoxy)-2-fluoroanilino]pyrimidine). Yield: 95.5%. As a reaction SMILES: C(=O)([O-])[O-].[K+].[K+].[CH2:7]([CH:9]1[O:11][CH2:10]1)Br.[NH:12]([C:19]1[C:24]([Br:25])=[CH:23][N:22]=[C:21]([NH:26][C:27]2[CH:32]=[CH:31][C:30]([OH:33])=[CH:29][C:28]=2[F:34])[N:20]=1)[C:13]1[CH:18]=[CH:17][CH:16]=[CH:15][CH:14]=1>CN(C=O)C>[NH:12]([C:19]1[C:24]([Br:25])=[CH:23][N:22]=[C:21]([NH:26][C:27]2[CH:32]=[CH:31][C:30]([O:33][CH2:7][CH:9]3[O:11][CH2:10]3)=[CH:29][C:28]=2[F:34])[N:20]=1)[C:13]1[CH:18]=[CH:17][CH:16]=[CH:15][CH:14]=1 |f:0.1.2|. Reported procedure: Potassium carbonate (1.1 g, 8.01 mmol) and epibromohydrin (402 mg, 2.94 mmol) were added to a solution of 4-anilino-5-bromo-2-(2-fluoro-4-hydroxyanilino)pyrimidine (Method 5; 1.0 g, 2.67 mmol) in DMF (3 ml), and the suspension was stirred at room temperature for 16 hours. Volatile material was removed by evaporation and the residue was stirred vigorously in water. The solid remaining was collected by filtration and dried under vacuum to give the product (1.1 g, 98%). MS (MH+): 431. Starting materials: CCCCCC(O)C=Cc1ccccc1CCCCCCC(=O)OC, O=C([O-])[O-], CO, [K+], [K+], O. The product is CCCCCC(O)C=Cc1ccccc1CCCCCCC(=O)O. RXN SMILES: [C:1](=[O:2])([O:3][CH3:4])[CH2:5][CH2:6][CH2:7][CH2:8][CH2:9][CH2:10][c:11]1[c:12]([CH:17]=[CH:18][CH:19]([CH2:20][CH2:21][CH2:22][CH2:23][CH3:24])[OH:25])[cH:13][cH:14][cH:15][cH:16]1.[C:28](=[O:29])([O-:30])[O-:31].[CH3:26][OH:27].[K+:32].[K+:33].[OH2:34]>>[C:1](=[O:2])([OH:3])[CH2:5][CH2:6][CH2:7][CH2:8][CH2:9][CH2:10][c:11]1[c:12]([CH:17]=[CH:18][CH:19]([CH2:20][CH2:21][CH2:22][CH2:23][CH3:24])[OH:25])[cH:13][cH:14][cH:15][cH:16]1. Reactants: ClC=1C(=NC2=CC=C(C=C2N1)C(=O)OC)C1=CC=C(C=C1)F (methyl 3-chloro-2-(4-fluorophenyl)quinoxaline-6-carboxylate), N1CCCCC1 (piperidine), C(CCC)O (butan-1-ol). Conditions: temperature 110 celsius, time 8 hour. Yields the product FC1=CC=C(C=C1)C1=NC2=CC=C(C=C2N=C1N1CCCCC1)C(=O)OCCCC (Butyl 2-(4-fluorophenyl)-3-(piperidin-1-yl)quinoxaline-6-carboxylate). RXN SMILES: Cl[C:2]1[C:3]([C:16]2[CH:21]=[CH:20][C:19]([F:22])=[CH:18][CH:17]=2)=[N:4][C:5]2[C:10]([N:11]=1)=[CH:9][C:8]([C:12]([O:14][CH3:15])=[O:13])=[CH:7][CH:6]=2.[NH:23]1[CH2:28][CH2:27][CH2:26][CH2:25][CH2:24]1.[CH2:29](O)[CH2:30][CH2:31]C>>[F:22][C:19]1[CH:20]=[CH:21][C:16]([C:3]2[C:2]([N:23]3[CH2:28][CH2:27][CH2:26][CH2:25][CH2:24]3)=[N:11][C:10]3[C:5](=[CH:6][CH:7]=[C:8]([C:12]([O:14][CH2:15][CH2:29][CH2:30][CH3:31])=[O:13])[CH:9]=3)[N:4]=2)=[CH:17][CH:18]=1. Reported procedure: Into a 10-mL sealed tube, was placed methyl 3-chloro-2-(4-fluorophenyl)quinoxaline-6-carboxylate (150 mg, 0.47 mmol, 1.00 equiv), piperidine (403 mg, 4.74 mmol, 10.00 equiv), butan-1-ol (2 mL). The resulting solution was stirred for overnight at 110° C. in an oil bath. The resulting mixture was concentrated under vacuum. This resulted in 150 mg (crude) of butyl 2-(4-fluorophenyl)-3-(piperidin-1-yl)quinoxaline-6-carboxylate as a yellow solid. Reported procedure: By the method of part A of Example 20 (5α,17β)-17-methoxyandrostan-3-one (45.67 g., 0.15 mole) was diethoxymethylated using triethylorthoformate (55.0 ml., 49.0 g., 0.33 mole) and boron trifluoride etherate (50.0 ml., 57.7 g., 0.407 mole), affording (2α,5α,17β)-2-(diethoxymethyl)-17-methoxyandrostan-3-one (71.81 g.). Yields the product C(C)OC([C@H]1C(C[C@@H]2CC[C@H]3[C@@H]4CC[C@@H]([C@@]4(C)CC[C@@H]3[C@]2(C1)C)OC)=O)OCC ((2α,5α,17β)-2-(diethoxymethyl)-17-methoxyandrostan-3-one). RXN SMILES: [CH3:1][O:2][C@H:3]1[CH2:8][CH2:7][C@H:6]2[C@H:9]3[C@H:19]([CH2:20][CH2:21][C@:4]12[CH3:5])[C@:17]1([CH3:18])[C@H:12]([CH2:13][C:14](=[O:22])[CH2:15][CH2:16]1)[CH2:11][CH2:10]3.[CH2:23]([O:25][CH:26](OCC)[O:27][CH2:28][CH3:29])[CH3:24].B(F)(F)F.CCOCC>>[CH2:23]([O:25][CH:26]([O:27][CH2:28][CH3:29])[C@@H:15]1[CH2:16][C@@:17]2([CH3:18])[C@@H:12]([CH2:11][CH2:10][C@@H:9]3[C@@H:19]2[CH2:20][CH2:21][C@@:4]2([CH3:5])[C@H:6]3[CH2:7][CH2:8][C@@H:3]2[O:2][CH3:1])[CH2:13][C:14]1=[O:22])[CH3:24] |f:2.3|. The yield is 117.7%. Reactants: CO[C@@H]1[C@]2(C)[C@@H](CC1)[C@@H]1CC[C@H]3CC(CC[C@]3(C)[C@H]1CC2)=O ((5α,17β)-17-methoxyandrostan-3-one), C(C)OC(OCC)OCC (triethylorthoformate), B(F)(F)F.CCOCC (boron trifluoride etherate). Reactants: COC(=O)C1(C(C1CC(Cl)(Cl)Cl)(C)C)C(=O)OC (1,1-dimethoxycarbonyl-2,2-di-methyl-3-(2,2,2-trichloroethyl)cyclopropane), [OH-].[Na+] (NaOH). The solvent is CO (methanol). Reaction conditions: temperature 100 celsius. Yields the product ClC(=CC1C(C1C(=O)O)(C)C)Cl (3-(2,2-Dichlorovinyl)-2,2-dimethyl-1-cyclopropanecarboxylic Acid). Yield: 100.0%. RXN SMILES: C[O:2][C:3]([C:5]1(C(OC)=O)[CH:7]([CH2:8][C:9](Cl)([Cl:11])[Cl:10])[C:6]1([CH3:14])[CH3:13])=[O:4].[OH-].[Na+]>CO>[Cl:10][C:9]([Cl:11])=[CH:8][CH:7]1[CH:5]([C:3]([OH:4])=[O:2])[C:6]1([CH3:13])[CH3:14] |f:1.2|. Procedure details: A mixture of 1,1-dimethoxycarbonyl-2,2-di-methyl-3-(2,2,2-trichloroethyl)cyclopropane (8.7 g, 27.3 mmoles) prepared according to the procedure of Example 5, methanol (8 ml) and 20 percent aqueous NaOH (35 ml, 175 mmoles) is heated at 100° C. for 5 hours. Acidification of the solution with concentrated HCl precipitates 2(2,2-dichlorovinyl)-3,3-dimethylcyclopropane dicarboxylic acid (6.44 g, 93 percent) which is subjected to bulb-to-bulb distillation at 0.3 mm Hg, 110° C.-150° C. The monoacid, 2(2... The reactants are CC1=C(C(=O)Cl)C=C(C=C1)[N+](=O)[O-] (2-methyl-5-nitrobenzoyl chloride), C(C=C)#N (acrylonitrile), C(CCC)N(CCCC)CCCC (tri-n-butylamine). Reagents/catalysts: C(C)(=O)[O-].[Pd+2].C(C)(=O)[O-] (palladium acetate). Solvent: CC=1C=CC(=CC1)C (p-xylene). The product is CC1=C(C=CC#N)C=C(C=C1)[N+](=O)[O-] (2-Methyl-5-nitrocinnamonitrile). RXN SMILES: [CH3:1][C:2]1[CH:10]=[CH:9][C:8]([N+:11]([O-:13])=[O:12])=[CH:7][C:3]=1[C:4](Cl)=O.[C:14](#[N:17])[CH:15]=C.C(N(CCCC)CCCC)CCC>CC1C=CC(C)=CC=1.C([O-])(=O)C.[Pd+2].C([O-])(=O)C>[CH3:1][C:2]1[CH:10]=[CH:9][C:8]([N+:11]([O-:13])=[O:12])=[CH:7][C:3]=1[CH:4]=[CH:15][C:14]#[N:17] |f:4.5.6|. Reported procedure: 0.336 g (1.5 millimols) of palladium acetate, 29.93 g (150 millimols) of 2-methyl-5-nitrobenzoyl chloride, 9.94 g (187.5 millimols) of acrylonitrile and 27.80 g (150 millimols) of tri-n-butylamine, in 150 ml of p-xylene, are stirred for 80 minutes at 130°. The mixture is then extracted, and dried, as described in Example 68. The crude product is chromatographed on silica gel in toluene and is then recrystallised from carbon tetrachloride/cyclohexane. 6.3 g (22% of theory) of white crystals, of m...